From a dataset of the Open Reaction Database (ORD), a public repository of structured organic reaction records. describe an organic reaction: reactants, conditions, products, and yield The reactants are CC(=O)OC1NC(=O)C1NC(=O)OCc1ccccc1, CCOC(C)=O. Product: CC(=O)OC1NC(=O)C1N. As a reaction SMILES: [CH2:1]([O:2][C:3](=[O:4])[NH:11][CH:12]1[CH:13]([O:17][C:18]([CH3:19])=[O:20])[NH:14][C:15]1=[O:16])[c:5]1[cH:6][cH:7][cH:8][cH:9][cH:10]1.[CH3:21][CH2:22][O:23][C:24](=[O:25])[CH3:26]>>[NH2:11][CH:12]1[CH:13]([O:17][C:18]([CH3:19])=[O:20])[NH:14][C:15]1=[O:16]. The reactants are O=C([O-])[O-], CCOC(OCC)c1ccc(C2Nc3cccc4c(=O)[nH]nc(c34)C2c2ccc(F)cc2)cc1, [K+], [K+], O. The product is O=Cc1ccc(C2Nc3cccc4c(=O)[nH]nc(c34)C2c2ccc(F)cc2)cc1. RXN SMILES: [C:35](=[O:36])([O-:37])[O-:38].[CH2:1]([O:3][CH:4]([O:2][CH2:32][CH3:33])[c:5]1[cH:6][cH:7][c:8]([CH:11]2[CH:12]([c:25]3[cH:26][cH:27][c:28]([F:31])[cH:29][cH:30]3)[c:13]3[n:14][nH:15][c:16](=[O:24])[c:17]4[cH:18][cH:19][cH:20][c:21]([c:22]34)[NH:23]2)[cH:9][cH:10]1)[CH3:34].[K+:39].[K+:40].[OH2:41]>>[O:3]=[CH:4][c:5]1[cH:6][cH:7][c:8]([CH:11]2[CH:12]([c:25]3[cH:26][cH:27][c:28]([F:31])[cH:29][cH:30]3)[c:13]3[n:14][nH:15][c:16](=[O:24])[c:17]4[cH:18][cH:19][cH:20][c:21]([c:22]34)[NH:23]2)[cH:9][cH:10]1. Reactants: [Cl-].[NH4+] (ammonium chloride), BrC1=CC(=C(C=C1)CC)[N+](=O)[O-] (4-bromo-1-ethyl-2-nitrobenzene). The reagents and catalysts are [Zn] (zinc). Run in O (water), CO (methanol), O (water). Yields the product BrC=1C=CC(=C(N)C1)CC (5-bromo-2-ethylaniline). Isolated yield 100.0%. Reaction SMILES: [Cl-].[NH4+].[Br:3][C:4]1[CH:9]=[CH:8][C:7]([CH2:10][CH3:11])=[C:6]([N+:12]([O-])=O)[CH:5]=1>O.CO.[Zn]>[Br:3][C:4]1[CH:9]=[CH:8][C:7]([CH2:10][CH3:11])=[C:6]([CH:5]=1)[NH2:12] |f:0.1|. Procedure details: A solution of ammonium chloride (12.5 g, 0.2 mol) in water (30 ml) is added to a mixture of zinc dust (35.7 g, 0.5 mol) and 4-bromo-1-ethyl-2-nitrobenzene (18 g, 0.07 mol) in methanol (720 ml) and water (180 ml). The reaction mixture is refluxed for one hour, then cooled to room temperature and filtered through a plug of diatomaceous earth. The filtrate is concentrated in vacuo, then diluted with water and extracted with ethyl acetate. The combined organic extracts are washed with water and brin... The reactants are CCN1CCOCC1, CCCP(=O)(O)O, ClCCl, NC1CCCC1CCCC(=O)O. The product is O=C1CCCC2CCCC2N1. Reaction SMILES: [CH2:13]([N:14]1[CH2:15][CH2:16][O:17][CH2:18][CH2:19]1)[CH3:20].[CH2:21]([P:22]([OH:23])([OH:24])=[O:25])[CH2:26][CH3:27].[CH2:28]([Cl:29])[Cl:30].[NH2:1][CH:2]1[CH:3]([CH2:7][CH2:8][CH2:9][C:10](=[O:11])[OH:12])[CH2:4][CH2:5][CH2:6]1>>[NH:1]1[CH:2]2[CH:3]([CH2:4][CH2:5][CH2:6]2)[CH2:7][CH2:8][CH2:9][C:10]1=[O:12]. Reactants: ClC1=C(C(=NC(=N1)SCCC)N[C@H]1[C@@H]([C@@H]([C@H](C1)OCC(=O)[O-])O)O)[N+](=O)[O-] (2-((1S,2S,3S,4R)-4-(6-chloro-5-nitro-2-(propylthio)pyrimidin-4-ylamino)-2,3-dihydroxycyclopentyloxy)acetate), CO (methanol), C(C)(=O)O (Acetic acid). Conditions: temperature 27.5 celsius, time 2 hour. Product: NC=1C(=NC(=NC1Cl)SCCC)N[C@H]1[C@@H]([C@@H]([C@H](C1)OCC(=O)OCC)O)O (ethyl 2-((1S,2S,3S,4R)-4-(5-amino-6-chloro-2-(propylthio)-pyrimidin-4-ylamino)-2,3-dihydroxycyclopentyloxy)acetate). Yield: 89.0%. As a reaction SMILES: [Cl:1][C:2]1[N:7]=[C:6]([S:8][CH2:9][CH2:10][CH3:11])[N:5]=[C:4]([NH:12][C@@H:13]2[CH2:17][C@H:16]([O:18][CH2:19][C:20]([O-:22])=[O:21])[C@@H:15]([OH:23])[C@H:14]2[OH:24])[C:3]=1[N+:25]([O-])=O.CO.[C:30](O)(=O)[CH3:31]>>[NH2:25][C:3]1[C:4]([NH:12][C@@H:13]2[CH2:17][C@H:16]([O:18][CH2:19][C:20]([O:22][CH2:30][CH3:31])=[O:21])[C@@H:15]([OH:23])[C@H:14]2[OH:24])=[N:5][C:6]([S:8][CH2:9][CH2:10][CH3:11])=[N:7][C:2]=1[Cl:1]. Reported procedure: Compound 7a (5 g, 0.011 mol) was added to methanol (25 mL) at 25-30° C. Acetic acid (15 mL) was added slowly to the reaction mixture over 30 min. The reaction mixture was stirred at 25-30° C. for 2 h. After 2 hrs, the reaction was monitored by TLC and showed completion. The reaction mixture was passed through a diatomaceous earth (Celite) pad and the pad was washed with methanol (25 mL). The filtrate was concentrated under reduced pressure at 50° C. The thus obtained residue was mixed with water... Starting materials: N1[C@H](CCC1)CNC(=O)C=1SC=CC1NC1=C2C(=NC=C1)NC=C2 (3-(1H-Pyrrolo[2,3-b]pyridin-4-ylamino)-thiophene-2-carboxylic acid ((R)-1-pyrrolidin-2-ylmethyl)-amide), C(C)(C)(C)OC(=O)N1CC(CC1)NC(=O)C1=C(SC=C1)NC1=C2C(=NC=C1)NC=C2 (3-{[2-(1H-Pyrrolo[2,3-b]pyridin-4-ylamino)-thiophene-3-carbonyl]-amino}-pyrrolidine-1-carboxylic acid tert-butyl ester). Yields the product N1CC(CC1)NC(=O)C1=C(SC=C1)NC1=C2C(=NC=C1)NC=C2 (2-(1H-Pyrrolo[2,3-b]pyridin-4-ylamino)-thiophene-3-carboxylic acid pyrrolidin-3-ylamide). RXN SMILES: N1CCC[C@@H]1CNC(C1SC=CC=1NC1C=CN=C2NC=CC=12)=O.C(OC([N:32]1[CH2:36][CH2:35][CH:34]([NH:37][C:38]([C:40]2[CH:44]=[CH:43][S:42][C:41]=2[NH:45][C:46]2[CH:51]=[CH:50][N:49]=[C:48]3[NH:52][CH:53]=[CH:54][C:47]=23)=[O:39])[CH2:33]1)=O)(C)(C)C>>[NH:32]1[CH2:36][CH2:35][CH:34]([NH:37][C:38]([C:40]2[CH:44]=[CH:43][S:42][C:41]=2[NH:45][C:46]2[CH:51]=[CH:50][N:49]=[C:48]3[NH:52][CH:53]=[CH:54][C:47]=23)=[O:39])[CH2:33]1. Reported procedure: This compound was prepared in an analogous manner as 3-(1H-Pyrrolo[2,3-b]pyridin-4-ylamino)-thiophene-2-carboxylic acid ((R)-1-pyrrolidin-2-ylmethyl)-amide using 3-{[2-(1H-Pyrrolo[2,3-b]pyridin-4-ylamino)-thiophene-3-carbonyl]-amino}-pyrrolidine-1-carboxylic acid tert-butyl ester instead of (R)-2-({[3-(1H-Pyrrolo[2,3-b]pyridin-4-ylamino)-thiophene-2-carbonyl]-amino}methyl)pyrrolidine-1-carboxylic acid tert-butyl ester LCMS (ESI) 328 (M+H) 1H NMR (400 MHz, DMSO-d6) δ ppm 12.58 (1H, br. s.) 11.49 ... Reactants: NC1=C(SC(=C1)C1=CC=C(C=C1)Cl)C(=O)OC (Methyl 3-amino-5-(4-chlorophenyl)thiophene-2-carboxylate), FC1(CN(CC1)CCOC1=C(C=C(N)C=C1)OC)F (4-[2-(3,3-Difluoropyrrolidin-1-yl)ethoxy]-3-methoxyaniline), C(C)O (ethanol). The solvent is dimethyl acetal. Reaction conditions: temperature 110 celsius, time 3 hour. Product: ClC1=CC=C(C=C1)C1=CC=2N=CN(C(C2S1)=O)C1=CC(=C(C=C1)OCCN1CC(CC1)(F)F)OC (6-(4-Chlorophenyl)-3-{4-[2-(3,3-difluoropyrrolidin-1-yl)ethoxy]-3-methoxyphenyl}thieno[3,2-d]pyrimidin-4(3H)-one). Yield: 22.0%. As a reaction SMILES: [NH2:1][C:2]1[CH:6]=[C:5]([C:7]2[CH:12]=[CH:11][C:10]([Cl:13])=[CH:9][CH:8]=2)[S:4][C:3]=1[C:14]([O:16]C)=O.[F:18][C:19]1([F:36])[CH2:23][CH2:22][N:21]([CH2:24][CH2:25][O:26][C:27]2[CH:33]=[CH:32][C:30]([NH2:31])=[CH:29][C:28]=2[O:34][CH3:35])[CH2:20]1.[CH2:37](O)C>>[Cl:13][C:10]1[CH:9]=[CH:8][C:7]([C:5]2[S:4][C:3]3[C:14](=[O:16])[N:31]([C:30]4[CH:32]=[CH:33][C:27]([O:26][CH2:25][CH2:24][N:21]5[CH2:22][CH2:23][C:19]([F:18])([F:36])[CH2:20]5)=[C:28]([O:34][CH3:35])[CH:29]=4)[CH:37]=[N:1][C:2]=3[CH:6]=2)=[CH:12][CH:11]=1. Procedure: Methyl 3-amino-5-(4-chlorophenyl)thiophene-2-carboxylate (0.1367 g, 0.5107 mmol) was taken up in dimethylformamdide dimethyl acetal (3 mL) and heated to 110° C. The reaction was stirred for 3 h and then concentrated. 4-[2-(3,3-Difluoropyrrolidin-1-yl)ethoxy]-3-methoxyaniline (0.1389 g, 0.5107 mmol) in absolute ethanol (3 mL) was added to the residue and concentrated. Fresh absolute ethanol (1 mL) was added and the reaction heated to reflux. The reaction was stirred for 18 h and then cooled to RT... Reactants: Br, CC(=O)O, COc1ccc(Cc2ccccc2)cn1. Product: Oc1ccc(Cc2ccccc2)cn1. Reaction SMILES: [BrH:16].[C:17]([OH:18])(=[O:19])[CH3:20].[CH2:1]([c:2]1[cH:3][cH:4][cH:5][cH:6][cH:7]1)[c:8]1[cH:9][cH:10][c:11]([O:14][CH3:15])[n:12][cH:13]1>>[CH2:1]([c:2]1[cH:3][cH:4][cH:5][cH:6][cH:7]1)[c:8]1[cH:9][cH:10][c:11]([OH:14])[n:12][cH:13]1.